From a dataset of the Open Reaction Database (ORD), a public repository of structured organic reaction records. describe an organic reaction: reactants, conditions, products, and yield Starting materials: C1(=CC=C(C=C1)C(=O)Cl)C1=CC=CC=C1 (4-biphenylcarbonyl chloride), NC1=C(N=C(C(=N1)N)N)N (tetraaminopyrazine). The solvent is N1=CC=CC=C1 (pyridine). The product is C1(=CC=C(C=C1)C(=O)NC1=C(N=C(C(=N1)NC(=O)C1=CC=C(C=C1)C1=CC=CC=C1)NC(=O)C1=CC=C(C=C1)C1=CC=CC=C1)NC(=O)C1=CC=C(C=C1)C1=CC=CC=C1)C1=CC=CC=C1 (tetrakis(4-biphenylcarboxamido)pyrazine). Reaction SMILES: [C:1]1([C:10]2[CH:15]=[CH:14][CH:13]=[CH:12][CH:11]=2)[CH:6]=[CH:5][C:4]([C:7](Cl)=[O:8])=[CH:3][CH:2]=1.[NH2:16][C:17]1[N:22]=[C:21]([NH2:23])[C:20]([NH2:24])=[N:19][C:18]=1[NH2:25]>N1C=CC=CC=1>[C:1]1([C:10]2[CH:15]=[CH:14][CH:13]=[CH:12][CH:11]=2)[CH:6]=[CH:5][C:4]([C:7]([NH:16][C:17]2[N:22]=[C:21]([NH:23][C:7]([C:4]3[CH:3]=[CH:2][C:1]([C:10]4[CH:11]=[CH:12][CH:13]=[CH:14][CH:15]=4)=[CH:6][CH:5]=3)=[O:8])[C:20]([NH:24][C:7]([C:4]3[CH:3]=[CH:2][C:1]([C:10]4[CH:11]=[CH:12][CH:13]=[CH:14][CH:15]=4)=[CH:6][CH:5]=3)=[O:8])=[N:19][C:18]=2[NH:25][C:7]([C:4]2[CH:5]=[CH:6][C:1]([C:10]3[CH:11]=[CH:12][CH:13]=[CH:14][CH:15]=3)=[CH:2][CH:3]=2)=[O:8])=[O:8])=[CH:3][CH:2]=1. Procedure details: In the same way, reaction of 4-biphenylcarbonyl chloride with tetraaminopyrazine in excess pyridine will give tetrakis(4-biphenylcarboxamido)pyrazine. Heating this compound at or near its Tp will give 2,6-bis(4-biphenylyl)-1H,5H-diimidazo[4,5-b:4',5'-e]pyrazine. Starting materials: BrC1=CC=C(C=C1)C1=C(C(=NO1)C)COC(NCC1=CC=CC=C1)=O (benzyl-carbamic acid 5-(4-bromo-phenyl)-3-methyl-isoxazol-4-ylmethyl ester), C(C)OC(=O)C1(CC1)C1=CC=C(C=C1)B1OC(C(O1)(C)C)(C)C (1-[4-(4,4,5,5-tetramethyl-[1,3,2]dioxaborolan-2-yl)-phenyl]-cyclopropanecarboxylic acid ethyl ester). Product: C(C)OC(=O)C1(CC1)C1=CC=C(C=C1)C1=CC=C(C=C1)C1=C(C(=NO1)C)COC(NCC1=CC=CC=C1)=O (1-[4′-(4-Benzylcarbamoyloxymethyl-3-methyl-isoxazol-5-yl)-biphenyl-4-yl]-cyclopropanecarboxylic acid ethyl ester). Reaction SMILES: Br[C:2]1[CH:7]=[CH:6][C:5]([C:8]2[O:12][N:11]=[C:10]([CH3:13])[C:9]=2[CH2:14][O:15][C:16](=[O:25])[NH:17][CH2:18][C:19]2[CH:24]=[CH:23][CH:22]=[CH:21][CH:20]=2)=[CH:4][CH:3]=1.[CH2:26]([O:28][C:29]([C:31]1([C:34]2[CH:39]=[CH:38][C:37](B3OC(C)(C)C(C)(C)O3)=[CH:36][CH:35]=2)[CH2:33][CH2:32]1)=[O:30])[CH3:27]>>[CH2:26]([O:28][C:29]([C:31]1([C:34]2[CH:39]=[CH:38][C:37]([C:2]3[CH:7]=[CH:6][C:5]([C:8]4[O:12][N:11]=[C:10]([CH3:13])[C:9]=4[CH2:14][O:15][C:16](=[O:25])[NH:17][CH2:18][C:19]4[CH:24]=[CH:23][CH:22]=[CH:21][CH:20]=4)=[CH:4][CH:3]=3)=[CH:36][CH:35]=2)[CH2:32][CH2:33]1)=[O:30])[CH3:27]. Reported procedure: Prepared according to the procedure described in Example 3, Step 5, using benzyl-carbamic acid 5-(4-bromo-phenyl)-3-methyl-isoxazol-4-ylmethyl ester and 1-[4-(4,4,5,5-tetramethyl-[1,3,2]dioxaborolan-2-yl)-phenyl]-cyclopropanecarboxylic acid ethyl ester.